Dataset: the Open Reaction Database (ORD), a public repository of structured organic reaction records. Task: describe an organic reaction: reactants, conditions, products, and yield Starting materials: C(C)(=O)OCC (ethyl acetate), [C-]#N.[Na+] (Sodium cyanide), NC1=CC=C(C=C1)C (p-toluidine), C1(CCC1)=O (cyclobutanone). Solvent: C(C)(=O)O (acetic acid). Run at time 12 hour. The product is CC1=CC=C(C=C1)NC1(CCC1)C#N (1-(4-methylphenyl)aminocyclobutanenitrile). Isolated yield 92.0%. RXN SMILES: [C-:1]#[N:2].[Na+].[NH2:4][C:5]1[CH:10]=[CH:9][C:8]([CH3:11])=[CH:7][CH:6]=1.[C:12]1(=O)[CH2:15][CH2:14][CH2:13]1.C(OCC)(=O)C>C(O)(=O)C>[CH3:11][C:8]1[CH:9]=[CH:10][C:5]([NH:4][C:12]2([C:1]#[N:2])[CH2:15][CH2:14][CH2:13]2)=[CH:6][CH:7]=1 |f:0.1|. Procedure details: Sodium cyanide (0.147 g, 3 mmol) was added to a mixture of p-toluidine (0.214 g, 2 mmol) and cyclobutanone (0.21 g, 3 mmol) in 90% acetic acid (3 ml). The reaction mixture was stirred at room temperature for 12 h and then 20 ml of ethyl acetate was added. The organic layer was washed with water (3×10 ml), dried over magnesium sulfate and concentrated under vacuum to dryness to yield 1-(4-methylphenyl)aminocyclobutanenitrile, 7a (0.343 g, 1.84 mmol, 92%) as a brown solid. Reactants: C(C)(=O)SCCC(=O)N1NC(CC1C(=O)O)=O (2-[3-(Acetylthio)-1-oxopropyl]-5-oxo-3-pyrazolidinecarboxylic acid), cold solution, [OH-].[NH4+] (ammonium hydroxide). Run at time 1 hour. Yields the product SCCC(=O)N1NC(CC1C(=O)O)=O (2-(3-Mercapto-1-oxopropyl)-5-oxo-3-pyrazolidinecarboxylic acid). Yield: 44.7%. RXN SMILES: C([S:4][CH2:5][CH2:6][C:7]([N:9]1[CH:13]([C:14]([OH:16])=[O:15])[CH2:12][C:11](=[O:17])[NH:10]1)=[O:8])(=O)C.[OH-].[NH4+]>>[SH:4][CH2:5][CH2:6][C:7]([N:9]1[CH:13]([C:14]([OH:16])=[O:15])[CH2:12][C:11](=[O:17])[NH:10]1)=[O:8] |f:1.2|. Procedure details: DL-2-[3-(Acetylthio)-1-oxopropyl]-5-oxo-3-pyrazolidinecarboxylic acid (1.2 g) is treated in an argon atmosphere with 8 ml of a cold solution of 6.5 N ammonium hydroxide. After one hour at room temperature, the solution is extracted with ethyl acetate and treated with concentrated hydrochloric acid to pH 2. The water soluble product is extracted with five 20 ml portions of ethyl acetate. The combined extracts are dried over magnesium sulfate and evaporated to an oil which gradually solidifies. Th...